From a dataset of the Open Reaction Database (ORD), a public repository of structured organic reaction records. describe an organic reaction: reactants, conditions, products, and yield Reaction conditions: temperature 70 celsius, time 3 day. Solvent: CN(C)C=O (DMF). Reaction SMILES: [H-].[Na+].[OH:3][C:4]1[CH:5]=[C:6]([N:10]2[CH2:15][CH2:14][CH:13]([C:16]3[CH:21]=[CH:20][C:19]([C@@H:22]([NH:24][C:25](=[O:27])[CH3:26])[CH3:23])=[CH:18][CH:17]=3)[CH2:12][CH2:11]2)[CH:7]=[CH:8][CH:9]=1.Br[CH2:29][CH2:30][CH:31]([CH3:33])[CH3:32]>CN(C=O)C>[CH2:29]([O:3][C:4]1[CH:5]=[C:6]([N:10]2[CH2:15][CH2:14][CH:13]([C:16]3[CH:17]=[CH:18][C:19]([C@@H:22]([NH:24][C:25](=[O:27])[CH3:26])[CH3:23])=[CH:20][CH:21]=3)[CH2:12][CH2:11]2)[CH:7]=[CH:8][CH:9]=1)[CH2:30][CH:31]([CH3:33])[CH3:32] |f:0.1|. Procedure: 8 mg (0.2 mmol) NaH (60% in mineral oil) are added to a mixture of 34 mg (0.10 mmol) (S)—N-{1-(4-[1-(3-hydroxyphenyl)-piperidin-4-yl]-phenyl}-ethyl)-acetamide (compound 1.27) and 23 mg (0.15 mmol) 1-bromo-3-methylbutane in 2 mL DMF at 0° C. The mixture is stirred at 70° C. for 3 d. The reaction mixture is quenched with water, filtered and the solvent is evaporated. The residue is purified using reversed phase HPLC (water/MeOH, 0.1% TFA) to yield the desired product. Yields the product C(CC(C)C)OC=1C=C(C=CC1)N1CCC(CC1)C1=CC=C(C=C1)[C@H](C)NC(C)=O ((S)—N-[1-(4-{1-[3-(Isopentyloxy)-phenyl]-piperidin-4-yl}-phenyl)-ethyl]-acetamide). Reactants: [H-].[Na+] (NaH), OC=1C=C(C=CC1)N1CCC(CC1)C1=CC=C(C=C1)[C@H](C)NC(C)=O ((S)—N-{1-(4-[1-(3-hydroxyphenyl)-piperidin-4-yl]-phenyl}-ethyl)-acetamide), OC=1C=C(C=CC1)N1CCC(CC1)C1=CC=C(C=C1)[C@H](C)NC(C)=O ((S)—N-{1-(4-[1-(3-hydroxyphenyl)-piperidin-4-yl]-phenyl}-ethyl)-acetamide), BrCCC(C)C (1-bromo-3-methylbutane). Starting materials: CC(C)(C)OC(=O)N1CCN(C(=O)CBr)CC1, O=C([O-])[O-], COC(=O)c1ccc(O)cc1Cl, CC#N, [K+], [K+]. Product: COC(=O)c1ccc(OCC(=O)N2CCN(C(=O)OC(C)(C)C)CC2)cc1Cl. RXN SMILES: [C:13]([CH3:14])([CH3:15])([CH3:16])[O:17][C:18](=[O:19])[N:20]1[CH2:21][CH2:22][N:23]([C:26]([CH2:27][Br:28])=[O:29])[CH2:24][CH2:25]1.[C:30](=[O:31])([O-:32])[O-:33].[CH3:1][O:2][C:3]([c:4]1[c:5]([Cl:11])[cH:6][c:7]([OH:10])[cH:8][cH:9]1)=[O:12].[CH3:36][C:37]#[N:38].[K+:34].[K+:35]>>[CH3:1][O:2][C:3]([c:4]1[c:5]([Cl:11])[cH:6][c:7]([O:10][CH2:27][C:26]([N:23]2[CH2:22][CH2:21][N:20]([C:18]([O:17][C:13]([CH3:14])([CH3:15])[CH3:16])=[O:19])[CH2:25][CH2:24]2)=[O:29])[cH:8][cH:9]1)=[O:12].